This data is from the Open Reaction Database (ORD), a public repository of structured organic reaction records. The task is: describe an organic reaction: reactants, conditions, products, and yield The solvent is C(Cl)Cl (DCM). The product is NC(CO[C@](C#N)(C(F)(F)F)C)(C)C1=NC(=CC=C1)Br ((R)-2-[(RS)-2-Amino-2-(6-bromo-pyridin-2-yl)-propoxy]-3,3,3-trifluoro-2-methyl-propionitrile). Starting materials: C(C)(C)(C)OC(NC(CO[C@](C(F)(F)F)(C)C#N)(C)C1=NC(=CC=C1)Br)=O ([(RS)-1-(6-bromo-pyridin-2-yl)-2-((R)-1-cyano-2,2,2-trifluoro-1-methyl-ethoxy)-1-methyl-ethyl]-carbamic acid tert-butyl ester), C(=O)(C(F)(F)F)O (TFA). Reaction SMILES: C(OC(=O)[NH:7][C:8]([C:20]1[CH:25]=[CH:24][CH:23]=[C:22]([Br:26])[N:21]=1)([CH3:19])[CH2:9][O:10][C@@:11]([C:17]#[N:18])([CH3:16])[C:12]([F:15])([F:14])[F:13])(C)(C)C.C(O)(C(F)(F)F)=O>C(Cl)Cl>[NH2:7][C:8]([C:20]1[CH:25]=[CH:24][CH:23]=[C:22]([Br:26])[N:21]=1)([CH3:19])[CH2:9][O:10][C@@:11]([CH3:16])([C:12]([F:13])([F:15])[F:14])[C:17]#[N:18]. Procedure details: A solution of [(RS)-1-(6-bromo-pyridin-2-yl)-2-((R)-1-cyano-2,2,2-trifluoro-1-methyl-ethoxy)-1-methyl-ethyl]-carbamic acid tert-butyl ester (0.456 g, 1.008 mmol) and TFA (1.554 ml, 2.299 g, 20.17 mmol) in DCM (5 ml) was stirred at rt for 30 min, concentrated and triturated with 7N NH3/MeOH at rt for 20 min and again concentrated to give the title compound that was used for the next step without further purification. HPLC RtH4=0.69, 0.73 min (diastereomers); ESIMS: 352, 354 [(M+H)+]. The reactants are C(C)(C)(C)OC(=O)N1[C@@H](CCCC1)CNC1=NC2=CC(=C(C=C2N=C1C)F)F ((S)-2-[(6,7-Difluoro-3-methylquinoxaline-2-ylamino)methyl]-piperidine-1-carboxylic acid tert butyl ester). Solvent: FC(C(=O)O)(F)F (trifluoroacetic acid). Reaction conditions: time 3 hour. Yields the product FC=1C=C2N=C(C(=NC2=CC1F)NC[C@H]1NCCCC1)C ((S)-2-[(6,7-Difluoro-3-methylquinoxaline-2-ylamino)methyl]-piperidine), solid. Reaction SMILES: C(OC([N:8]1[CH2:13][CH2:12][CH2:11][CH2:10][C@H:9]1[CH2:14][NH:15][C:16]1[C:25]([CH3:26])=[N:24][C:23]2[C:18](=[CH:19][C:20]([F:28])=[C:21]([F:27])[CH:22]=2)[N:17]=1)=O)(C)(C)C>FC(F)(F)C(O)=O>[F:27][C:21]1[CH:22]=[C:23]2[C:18](=[CH:19][C:20]=1[F:28])[N:17]=[C:16]([NH:15][CH2:14][C@@H:9]1[CH2:10][CH2:11][CH2:12][CH2:13][NH:8]1)[C:25]([CH3:26])=[N:24]2. Reported procedure: (S)-2-[(6,7-Difluoro-3-methylquinoxaline-2-ylamino)methyl]-piperidine-1-carboxylic acid tert butyl ester (0.524 g) was dissolved in trifluoroacetic acid (15 ml) and stirred at room temperature for 3 hours. The solution was then evaporated and the residue chromatographed over silica gel, eluting with 0 to 10% (9:1 methanol-concentrated ammonia solution) in dichloromethane. The title compound was obtained as a white solid (0.289 g), MH+ 293. Reactants: CS(=O)(=O)OCC1=CC2=C(C=N1)N=CN2C=2SC(=C(C2)O[C@H](C)C2=C(C=CC=C2)C(F)(F)F)C(N)=O ([1-(5-carbamoyl-4-{(1R)-1-[2-(trifluoromethyl)phenyl]ethoxy}-2-thienyl)-1H-imidazo[4,5-c]pyridin-6-yl]methyl methanesulfonate), C(C)(C)N1CCNCC1 (1-isopropylpiperazin). Run in ClCCl (dichloromethane). The product is C(C)(C)N1CCN(CC1)CC1=CC2=C(C=N1)N=CN2C2=CC(=C(S2)C(=O)N)O[C@H](C)C2=C(C=CC=C2)C(F)(F)F (5-{6-[(4-isopropylpiperazin-1-yl)methyl]-1H-imidazo[4,5-c]pyridin-1-yl}-3-{(1R)-1-[2-(trifluoromethyl)phenyl]ethoxy}thiophene-2-carboxamide). RXN SMILES: CS(O[CH2:6][C:7]1[N:12]=[CH:11][C:10]2[N:13]=[CH:14][N:15]([C:16]3[S:17][C:18]([C:34](=[O:36])[NH2:35])=[C:19]([O:21][C@@H:22]([C:24]4[CH:29]=[CH:28][CH:27]=[CH:26][C:25]=4[C:30]([F:33])([F:32])[F:31])[CH3:23])[CH:20]=3)[C:9]=2[CH:8]=1)(=O)=O.[CH:37]([N:40]1[CH2:45][CH2:44][NH:43][CH2:42][CH2:41]1)([CH3:39])[CH3:38]>ClCCl>[CH:37]([N:40]1[CH2:45][CH2:44][N:43]([CH2:6][C:7]2[N:12]=[CH:11][C:10]3[N:13]=[CH:14][N:15]([C:16]4[S:17][C:18]([C:34]([NH2:35])=[O:36])=[C:19]([O:21][C@@H:22]([C:24]5[CH:29]=[CH:28][CH:27]=[CH:26][C:25]=5[C:30]([F:33])([F:31])[F:32])[CH3:23])[CH:20]=4)[C:9]=3[CH:8]=2)[CH2:42][CH2:41]1)([CH3:39])[CH3:38]. Reported procedure: In a similar manner as described for example 58, 108 mg of [1-(5-carbamoyl-4-{(1R)-1-[2-(trifluoromethyl)phenyl]ethoxy}-2-thienyl)-1H-imidazo[4,5-c]pyridin-6-yl]methyl methanesulfonate and 128.2 mg of 1-isopropylpiperazin in 2.5 ml dichloromethane give the title compound.